Dataset: the Open Reaction Database (ORD), a public repository of structured organic reaction records. Task: describe an organic reaction: reactants, conditions, products, and yield Starting materials: O=C1NC(=O)C2C1CCC(Br)C2Br, O=C(Cl)c1c(Br)cc(Br)cc1Br, c1ccncc1, c1ccccc1. Product: O=C(c1c(Br)cc(Br)cc1Br)N1C(=O)C2CCC(Br)C(Br)C2C1=O. RXN SMILES: [Br:1][CH:2]1[CH:3]2[CH:4]([C:5](=[O:6])[NH:7][C:8]2=[O:9])[CH2:10][CH2:11][CH:12]1[Br:13].[Br:20][c:21]1[c:22]([C:23](=[O:24])[Cl:25])[c:26]([Br:31])[cH:27][c:28]([Br:30])[cH:29]1.[cH:14]1[cH:15][cH:16][n:17][cH:18][cH:19]1.[cH:32]1[cH:33][cH:34][cH:35][cH:36][cH:37]1>>[Br:1][CH:2]1[CH:3]2[CH:4]([C:5](=[O:6])[N:7]([C:23]([c:22]3[c:21]([Br:20])[cH:29][c:28]([Br:30])[cH:27][c:26]3[Br:31])=[O:24])[C:8]2=[O:9])[CH2:10][CH2:11][CH:12]1[Br:13]. Reactants: [Si](C1=CC=CC=C1)(C1=CC=CC=C1)(C(C)(C)C)Cl (TBDPSCl), compound, COCN1C=NC(=C1)CO (1-Methoxymethyl-1H-imidazole-4-methanol), CCN(C(C)C)C(C)C (DIEA), [Si](C1=CC=CC=C1)(C1=CC=CC=C1)(C(C)(C)C)Cl (tert-butyldiphenylsilyl chloride). Reagents/catalysts: CN(C)C=1C=CN=CC1 (DMAP). Solvent: ClCCl (dichloromethane). Reaction conditions: time 1 day. The product is [Si](C1=CC=CC=C1)(C1=CC=CC=C1)(C(C)(C)C)OCC=1N=CN(C1)COC (4-(tert-Butyldiphenylsilyloxymethyl)-1-methoxymethyl-1H-imidazole). As a reaction SMILES: [CH3:1][O:2][CH2:3][N:4]1[CH:8]=[C:7]([CH2:9][OH:10])[N:6]=[CH:5]1.[Si:11](Cl)([C:24]([CH3:27])([CH3:26])[CH3:25])([C:18]1[CH:23]=[CH:22][CH:21]=[CH:20][CH:19]=1)[C:12]1[CH:17]=[CH:16][CH:15]=[CH:14][CH:13]=1.CCN(C(C)C)C(C)C>ClCCl.CN(C1C=CN=CC=1)C>[Si:11]([O:10][CH2:9][C:7]1[N:6]=[CH:5][N:4]([CH2:3][O:2][CH3:1])[CH:8]=1)([C:24]([CH3:27])([CH3:26])[CH3:25])([C:18]1[CH:19]=[CH:20][CH:21]=[CH:22][CH:23]=1)[C:12]1[CH:17]=[CH:16][CH:15]=[CH:14][CH:13]=1. Reported procedure: The compound (8.81 g) obtained in (2) was dissolved in dichloromethane (100 mL), followed by addition of tert-butyldiphenylsilyl chloride (hereinafter, also referred to as TBDPSCl) (24.3 mL), DIEA (21.6 mL) and DMAP (0.760 g) under stirring, and the stirring was continued for 1 day. The reaction solution was concentrated, and the resulting residue was purified by flash chromatography (ethyl acetate/hexane=50%→100%) using silica gel column (product name: Hi-Flash Column 4 L, manufactured by Yamaz... Starting materials: ClC1=C(C(=O)O)C=C(C=C1)S(=O)(=O)C (2-chloro-5-(methylsulfonyl)benzoic acid), NC1=CC=NN1CC (5-amino-1-ethylpyrazole), CN(C)C=O (DMF), C(=O)([O-])[O-].[K+].[K+] (K2CO3). The reagents and catalysts are CC(=O)[O-].CC(=O)[O-].[Cu+2] (Cu(OAc)2). Run in O (water), C(C)(=O)O (acetic acid). The product is C(C)N1N=CC=C1NC=1C(C(=O)O)=CC(=CC1)S(=O)(=O)C (N-(1-ethylpyrazol-5-yl)-5-(methylsulfonyl)anthranilic acid). Reaction SMILES: Cl[C:2]1[CH:10]=[CH:9][C:8]([S:11]([CH3:14])(=[O:13])=[O:12])=[CH:7][C:3]=1[C:4]([OH:6])=[O:5].[NH2:15][C:16]1[N:20]([CH2:21][CH3:22])[N:19]=[CH:18][CH:17]=1.CN(C=O)C.C([O-])([O-])=O.[K+].[K+]>CC([O-])=O.CC([O-])=O.[Cu+2].C(O)(=O)C.O>[CH2:21]([N:20]1[C:16]([NH:15][C:2]2[C:3](=[CH:7][C:8]([S:11]([CH3:14])(=[O:13])=[O:12])=[CH:9][CH:10]=2)[C:4]([OH:6])=[O:5])=[CH:17][CH:18]=[N:19]1)[CH3:22] |f:3.4.5,6.7.8|. Procedure details: A mixture of 2-chloro-5-(methylsulfonyl)benzoic acid (5.0 g, 21.4 mmol), 5-amino-1-ethylpyrazole (2.4 g, 21.4 mmol), DMF (50 ml), Cu(OAc)2 (0.5 g) and K2CO3 (2.76 g, 20 mmol) was heated at reflux overnight. The reaction mixture was poured into water, acidified with acetic acid and extracted with CH2Cl2. The CH2Cl2 layer was evaporated to afford N-(1-ethylpyrazol-5-yl)-5-(methylsulfonyl)anthranilic acid. Starting materials: alkylated aniline, CCC(=O)C(=O)Cl (ethyloxalyl chloride), BrC1=CC=C(N)C=C1 (4-bromoaniline), C1COC(C)(CCCCl)O1 (5-chloro-2-pentanone ethylene ketal), C([O-])([O-])=O.[K+].[K+] (potassium carbonate), C[O-].[Na+] (NaOMe), ketal, Cl (HCl). Solvent: C1CCOC1 (THF), C(C)N(CC)CC (triethylamine), CN(C=O)C (dimethylformamide), CO (methanol). Yields the product BrC1=CC=C(C=C1)N1C(C(C(CC1)C(C)=O)=O)=O (1-[4-bromophenyl]-4-acetyl-2,3-dioxopiperidine), title compound. RXN SMILES: [Br:1][C:2]1[CH:8]=[CH:7][C:5]([NH2:6])=[CH:4][CH:3]=1.C1[O:18][C:12]([CH2:14][CH2:15][CH2:16]Cl)([CH3:13])OC1.C(=O)([O-])[O-].[K+].[K+].CC[C:27]([C:29](Cl)=[O:30])=[O:28].Cl.C[O-].[Na+]>CN(C)C=O.C1COCC1.CO.C(N(CC)CC)C>[Br:1][C:2]1[CH:8]=[CH:7][C:5]([N:6]2[CH2:16][CH2:15][CH:14]([C:12](=[O:18])[CH3:13])[C:27](=[O:28])[C:29]2=[O:30])=[CH:4][CH:3]=1 |f:2.3.4,7.8|. Reported procedure: Part A: 1-[4-bromophenyl]-4-acetyl-2,3-dioxopiperidine was prepared in four steps in 10% overall yield by the following sequence of reactions. Commercially available 4-bromoaniline was treated with commercially available 5-chloro-2-pentanone ethylene ketal in dimethylformamide in the presence of potassium carbonate for three days. The crude alkylated aniline was treated with ethyloxalyl chloride in THF the presence of triethylamine. Hydrolysis of the ketal was accomplished by treating with aqueo... Product: CCN(CC)CCC1CCCCN1C(=O)N1c2ccccc2C(=O)Nc2cccnc21. As a reaction SMILES: [CH2:20]([CH3:21])[N:22]([CH2:23][CH2:24][CH:25]1[NH:26][CH2:27][CH2:28][CH2:29][CH2:30]1)[CH2:31][CH3:32].[CH3:33][C:34]#[N:35].[Cl:1][C:2](=[O:3])[N:4]1[c:5]2[c:6]([cH:16][cH:17][cH:18][n:19]2)[NH:7][C:8](=[O:15])[c:9]2[c:10]1[cH:11][cH:12][cH:13][cH:14]2>>[C:2](=[O:3])([N:4]1[c:5]2[c:6]([cH:16][cH:17][cH:18][n:19]2)[NH:7][C:8](=[O:15])[c:9]2[c:10]1[cH:11][cH:12][cH:13][cH:14]2)[N:26]1[CH:25]([CH2:24][CH2:23][N:22]([CH2:20][CH3:21])[CH2:31][CH3:32])[CH2:30][CH2:29][CH2:28][CH2:27]1. Reactants: CCN(CC)CCC1CCCCN1, CC#N, O=C1Nc2cccnc2N(C(=O)Cl)c2ccccc21. Starting materials: BrCC1=C(SC=C1)C(=O)OC (methyl 3-(bromomethyl)-2-thenoate), C(C)(=O)[O-].[Na+] (sodium acetate), P(=O)([O-])([O-])[O-] (phosphate). Solvent: CN(C=O)C (N,N-dimethylformamide). Run at time 24 hour. The product is C(C)(=O)OCC1=C(SC=C1)C(=O)OC (Methyl 3-(acetoxymethyl)-2thenoate). The yield is 79.0%. As a reaction SMILES: Br[CH2:2][C:3]1[CH:7]=[CH:6][S:5][C:4]=1[C:8]([O:10][CH3:11])=[O:9].[C:12]([O-:15])(=[O:14])[CH3:13].[Na+].P([O-])([O-])([O-])=O>CN(C)C=O>[C:12]([O:15][CH2:2][C:3]1[CH:7]=[CH:6][S:5][C:4]=1[C:8]([O:10][CH3:11])=[O:9])(=[O:14])[CH3:13] |f:1.2|. Procedure details: To a solution of methyl 3-(bromomethyl)-2-thenoate (described in Tetrahedron Lett., 22, 5097-5100, (1981); 6.80 g, 28.9 mmol) in N,N-dimethylformamide (80 ml) was added sodium acetate (7.12 g, 86.8 mmol). The mixture was stirred at room temperature for 24 hours, and then stirred at 40° C. for 1 hour. A phosphate buffer solution (pH 7, 100 ml) was added to the reaction mixture, and the product was extracted with ethyl acetate. The organic layer was washed three times with water, and the solvent w... The reactants are C([O-])(O)=O.[Na+] (sodium bicarbonate), BrC1=CC=C(C=O)C=C1 (4-Bromobenzaldehyde), solution, C(C)(C)[Mg]Cl (isopropyl magnesium chloride). Run in CCOCC (ether), CCOCC (ether). Run at time 30 minute. Yields the product BrC1=CC=C(C=C1)C(O)C(C)C (4-Bromo-a-(1-methylethyl)benzenemethanol). The yield is 95.0%. RXN SMILES: [Br:1][C:2]1[CH:9]=[CH:8][C:5]([CH:6]=[O:7])=[CH:4][CH:3]=1.[CH:10]([Mg]Cl)([CH3:12])[CH3:11].C(=O)(O)[O-].[Na+]>CCOCC>[Br:1][C:2]1[CH:9]=[CH:8][C:5]([CH:6]([CH:10]([CH3:12])[CH3:11])[OH:7])=[CH:4][CH:3]=1 |f:2.3|. Procedure: To a solution of 9.0 g (0.048 mol) of 4-Bromobenzaldehyde in 150 mL of ether at 0° C. under argon, 2.0 M solution of isopropyl magnesium chloride in ether (29.2 mL) was added and stirred for 30 minutes. The solution was slowly warmed up to room temperature and stirred for an additional 4 hours. The mixture was then added to 150 mL of aqueous saturated sodium bicarbonate and extracted with 200 mL of ether. The organic extract was washed once with water, dried and evaporated to afford 9.8 g (95%) ...